From a dataset of the Open Reaction Database (ORD), a public repository of structured organic reaction records. describe an organic reaction: reactants, conditions, products, and yield The reactants are N(=O)[O-].[Na+] (sodium nitrite), [I-].[K+] (Potassium iodide), ethyl acetate hexanes, NC1=CC=2C3CN(CC(C2C=C1)C3)C(C(F)(F)F)=O (1-(4-Amino-10-aza-tricyclo[6.3.1.02,7]dodeca-2(7),3,5-trien-10-yl)-2,2,2-trifluoro-ethanone). Solvent: O (H2O), OS(=O)(=O)O (H2SO4), OS(=O)(=O)O (H2SO4), O (H2O). Run at time 18 hour. Product: IC1=CC=2C3CN(CC(C2C=C1)C3)C(C(F)(F)F)=O (1-(4-Iodo-10-aza-tricyclo[6.3.1.02,7]dodeca-2(7),3,5-trien-10-yl)-2,2,2-trifluoro-ethanone). As a reaction SMILES: N[C:2]1[CH:12]=[CH:11][C:10]2[CH:9]3[CH2:13][CH:5]([CH2:6][N:7]([C:14](=[O:19])[C:15]([F:18])([F:17])[F:16])[CH2:8]3)[C:4]=2[CH:3]=1.N([O-])=O.[Na+].[I-:24].[K+]>O.OS(O)(=O)=O>[I:24][C:2]1[CH:12]=[CH:11][C:10]2[CH:9]3[CH2:13][CH:5]([CH2:6][N:7]([C:14](=[O:19])[C:15]([F:18])([F:17])[F:16])[CH2:8]3)[C:4]=2[CH:3]=1 |f:1.2,3.4|. Procedure: 1-(4-Amino-10-aza-tricyclo[6.3.1.02,7]dodeca-2(7),3,5-trien-10-yl)-2,2,2-trifluoro-ethanone (500 mg, 1.85 mmol) was dissolved in H2O (5 mL) and concentrated H2SO4 solution (0.5 mL) then cooled to 0° C. and treated with a solution of sodium nitrite (NaNO2) (140 mg, 2.04 mmol) in H2O (2 mL) dropwise. Potassium iodide (460 mg, 2.78 mmol) in 1N H2SO4 solution (0.5 mL) was added over 10 minutes (reaction becomes dark red). The resulting solution was warmed to room temperature and stirred 18 hours. Th... The reactants are O1C(OCC1)C=1SC(=CN1)C1=CC=CC(=N1)NC1=NC=CC(=C1)C ([6-(2-[1,3]dioxolan-2-yl-thiazol-5-yl)-pyridin-2-yl]-(4-methyl-pyridin-2-yl)-amine), Cl (HCl), C(=O)(O)[O-].[Na+] (NaHCO3). Solvent: C1CCOC1 (THF). Conditions: temperature 60 celsius. Product: CC1=CC(=NC=C1)NC1=CC=CC(=N1)C1=CN=C(S1)C=O (5-[6-(4-Methyl-pyridin-2-ylamino)-pyridin-2-yl]-thiazole-2-carbaldehyde). Isolated yield 93.6%. As a reaction SMILES: [O:1]1CCO[CH:2]1[C:6]1[S:7][C:8]([C:11]2[N:16]=[C:15]([NH:17][C:18]3[CH:23]=[C:22]([CH3:24])[CH:21]=[CH:20][N:19]=3)[CH:14]=[CH:13][CH:12]=2)=[CH:9][N:10]=1.Cl.C([O-])(O)=O.[Na+]>C1COCC1>[CH3:24][C:22]1[CH:21]=[CH:20][N:19]=[C:18]([NH:17][C:15]2[N:16]=[C:11]([C:8]3[S:7][C:6]([CH:2]=[O:1])=[N:10][CH:9]=3)[CH:12]=[CH:13][CH:14]=2)[CH:23]=1 |f:2.3|. Procedure: To a stirred solution of [6-(2-[1,3]dioxolan-2-yl-thiazol-5-yl)-pyridin-2-yl]-(4-methyl-pyridin-2-yl)-amine (270 mg, 0.793 mmol) in THF (8 mL) was added 2N HCl (2 mL). The mixture was heated at 60° C. overnight. After cooling, saturated NaHCO3 was added to basic pH then the aqueous phase was extracted with ethyl acetate. The combined organic layers were washed with brine, dried over MgSO4, filtered and evaporated under reduced pressure to afford the title compound as a yellow solid (220 mg, 94%)...